From a dataset of the Open Reaction Database (ORD), a public repository of structured organic reaction records. describe an organic reaction: reactants, conditions, products, and yield The reactants are CN1CCN(CC1)C1=CC=CC(=N1)C1=CN(C2=CC=C(C=C12)C=1SC(=NN1)S(=O)(=O)C)C(=O)OC(C)(C)C (tert-butyl 3-(6-(4-methylpiperazin-1-yl)pyridin-2-yl)-5-(5-(methylsulfonyl)-1,3,4-thiadiazol-2-yl)-1H-indole-1-carboxylate), N (ammonia), Ice H2O, CCOC(=O)C (EtOAc). Run in CS(=O)C (DMSO). Run at temperature 120 celsius. The product is CN1CCN(CC1)C1=CC=CC(=N1)C1=CNC2=CC=C(C=C12)C1=NN=C(S1)N (5-(3-(6-(4-methylpiperazin-1-yl)pyridin-2-yl)-1H-indol-5-yl)-1,3,4-thiadiazol-2-amine). Yield: 19.0%. Reaction SMILES: [CH3:1][N:2]1[CH2:7][CH2:6][N:5]([C:8]2[N:13]=[C:12]([C:14]3[C:22]4[C:17](=[CH:18][CH:19]=[C:20]([C:23]5[S:24][C:25](S(C)(=O)=O)=[N:26][N:27]=5)[CH:21]=4)[N:16](C(OC(C)(C)C)=O)[CH:15]=3)[CH:11]=[CH:10][CH:9]=2)[CH2:4][CH2:3]1.[NH3:39].CCOC(C)=O>CS(C)=O>[CH3:1][N:2]1[CH2:7][CH2:6][N:5]([C:8]2[N:13]=[C:12]([C:14]3[C:22]4[C:17](=[CH:18][CH:19]=[C:20]([C:23]5[S:24][C:25]([NH2:39])=[N:26][N:27]=5)[CH:21]=4)[NH:16][CH:15]=3)[CH:11]=[CH:10][CH:9]=2)[CH2:4][CH2:3]1. Procedure: A sealed tube was charged with tert-butyl 3-(6-(4-methylpiperazin-1-yl)pyridin-2-yl)-5-(5-(methylsulfonyl)-1,3,4-thiadiazol-2-yl)-1H-indole-1-carboxylate (300 mg, 0.541 mmol) followed by ammonia in DMSO (10 mL). The reaction was heated at 120° C. for 4 h. Ice/H2O and EtOAc were added to the mixture. The organic layer was separated and the aqueous layer was extracted with EtOAc. The combined organic layer was dried, filtered and concentrated. The residue was purified with RP-HPLC to give 5-(3-(6-... Starting materials: C(C)OC(=O)[C@H](CCCCCCCCN1C(C=2C(C1=O)=CC=CC2)=O)N[C@H]2COC1=C(N(C2=O)CC(=O)OC(C)(C)C)C=CC=C1 (tert-butyl 3(S)-[1(S)-ethoxycarbonyl-9-phthalimidononyl]amino-4-oxo-2,3,4,5-tetrahydro-1,5-benzoxazepine-5-acetate), C(C)(=O)OCC.Cl (hydrogen chloride-ethyl acetate). Run in petroleum ether. Conditions: time 3 hour. Yields the product Cl.C(C)OC(=O)[C@H](CCCCCCCCN1C(C=2C(C1=O)=CC=CC2)=O)N[C@H]2COC1=C(N(C2=O)CC(=O)O)C=CC=C1 (3(S)-[1(S)-ethoxycarbonyl-9-phthalimidononyl]amino-4-oxo-2,3,4,5-tetrahydro-1,5-benzoxazepine-5-acetic acid hydrochloride). RXN SMILES: [CH2:1]([O:3][C:4]([C@@H:6]([NH:26][C@@H:27]1[C:33](=[O:34])[N:32]([CH2:35][C:36]([O:38]C(C)(C)C)=[O:37])[C:31]2[CH:43]=[CH:44][CH:45]=[CH:46][C:30]=2[O:29][CH2:28]1)[CH2:7][CH2:8][CH2:9][CH2:10][CH2:11][CH2:12][CH2:13][CH2:14][N:15]1[C:19](=[O:20])[C:18]2=[CH:21][CH:22]=[CH:23][CH:24]=[C:17]2[C:16]1=[O:25])=[O:5])[CH3:2].C(OCC)(=O)C.[ClH:53]>>[ClH:53].[CH2:1]([O:3][C:4]([C@@H:6]([NH:26][C@@H:27]1[C:33](=[O:34])[N:32]([CH2:35][C:36]([OH:38])=[O:37])[C:31]2[CH:43]=[CH:44][CH:45]=[CH:46][C:30]=2[O:29][CH2:28]1)[CH2:7][CH2:8][CH2:9][CH2:10][CH2:11][CH2:12][CH2:13][CH2:14][N:15]1[C:19](=[O:20])[C:18]2=[CH:21][CH:22]=[CH:23][CH:24]=[C:17]2[C:16]1=[O:25])=[O:5])[CH3:2] |f:1.2,3.4|. Procedure details: A mixture of tert-butyl 3(S)-[1(S)-ethoxycarbonyl-9-phthalimidononyl]amino-4-oxo-2,3,4,5-tetrahydro-1,5-benzoxazepine-5-acetate (0.08 g) and 5N hydrogen chloride-ethyl acetate solution (5 ml) is allowed to stand at room temperature for 3 hours. The mixture is diluted with petroleum ether (80 ml) to precipitate colorless powder, which is collected and dried under reduced pressure to yield 3(S)-[1(S)-ethoxycarbonyl-9-phthalimidononyl]amino-4-oxo-2,3,4,5-tetrahydro-1,5-benzoxazepine-5-acetic acid h... Starting materials: C(=O)(O)[O-].[Na+] (NaHCO3), ice, ClC1=CC(=CC=C1)C(=O)OO (m-chloroperbenzoic acid), CN(C1=C(CSC2=NC3=C(N2)CCCC3)C=CC=C1)C (2-(2-dimethylaminobenzylthio)-4,5,6,7-tetrahydro-1H-benzimidazole). Solvent: C(Cl)(Cl)Cl (chloroform), C(Cl)(Cl)Cl (chloroform), C(Cl)(Cl)Cl (chloroform). Product: CN(C1=C(CS(=O)C2=NC3=C(N2)CCCC3)C=CC=C1)C (2-(2-dimethylaminobenzylsulfinyl)-4,5,6,7-tetrahydro-1H-benzimidazole). Isolated yield 35.0%. RXN SMILES: [CH3:1][N:2]([CH3:20])[C:3]1[CH:19]=[CH:18][CH:17]=[CH:16][C:4]=1[CH2:5][S:6][C:7]1[NH:11][C:10]2[CH2:12][CH2:13][CH2:14][CH2:15][C:9]=2[N:8]=1.ClC1C=CC=C(C(OO)=[O:29])C=1.C([O-])(O)=O.[Na+]>C(Cl)(Cl)Cl>[CH3:1][N:2]([CH3:20])[C:3]1[CH:19]=[CH:18][CH:17]=[CH:16][C:4]=1[CH2:5][S:6]([C:7]1[NH:8][C:9]2[CH2:15][CH2:14][CH2:13][CH2:12][C:10]=2[N:11]=1)=[O:29] |f:2.3|. Reported procedure: To a solution of 0.70 g (2.4 mmol) of 2-(2-dimethylaminobenzylthio)-4,5,6,7-tetrahydro-1H-benzimidazole in 7 ml of chloroform was added under chilling with ice 0.53 g (2.4 mmol) of 80% m-chloroperbenzoic acid for 10 min. To the resulting mixture were added chloroform and aqueous NaHCO3. The chloroform portion was taken out, and then subjected to extraction using six portions of 1N aqueous NaOH. To the aqueous NaOH portion was added an excess amount of aqueous NH4Cl to separate an oil out of the ... The reactants are C(C1=CC=CC=C1)(=O)NC1=CC=C(C=C1)C1=CC=C2CN(C(C2=C1)=O)[C@H](C(=O)O)C(C)C ((S)-2-(6-(4-Benzamidophenyl)-1-oxoisoindolin-2-yl)-3-methylbutanoic acid), COC1=C(C(=O)NC2=CC=C(C=C2)C2=CC=C3CN(C(C3=C2)=O)[C@H](C(=O)OC)C(C)C)C=CC=C1 ((S)-Methyl 2-(6-(4-(2-methoxybenzamido)phenyl)-1-oxoisoindolin-2-yl)-3-methylbutanoate). The product is COC1=C(C(=O)NC2=CC=C(C=C2)C2=CC=C3CN(C(C3=C2)=O)[C@H](C(=O)O)C(C)C)C=CC=C1 ((S)-2-(6-(4-(2-Methoxybenzamido)phenyl)-1-oxoisoindolin-2-yl)-3-methyl butanoic acid). Yield: 84.0%. RXN SMILES: C(NC1C=CC(C2C=C3C(CN([C@@H](C(C)C)C(O)=O)C3=O)=CC=2)=CC=1)(=O)C1C=CC=CC=1.[CH3:33][O:34][C:35]1[CH:67]=[CH:66][CH:65]=[CH:64][C:36]=1[C:37]([NH:39][C:40]1[CH:45]=[CH:44][C:43]([C:46]2[CH:54]=[C:53]3[C:49]([CH2:50][N:51]([C@@H:56]([CH:61]([CH3:63])[CH3:62])[C:57]([O:59]C)=[O:58])[C:52]3=[O:55])=[CH:48][CH:47]=2)=[CH:42][CH:41]=1)=[O:38]>>[CH3:33][O:34][C:35]1[CH:67]=[CH:66][CH:65]=[CH:64][C:36]=1[C:37]([NH:39][C:40]1[CH:41]=[CH:42][C:43]([C:46]2[CH:54]=[C:53]3[C:49]([CH2:50][N:51]([C@@H:56]([CH:61]([CH3:63])[CH3:62])[C:57]([OH:59])=[O:58])[C:52]3=[O:55])=[CH:48][CH:47]=2)=[CH:44][CH:45]=1)=[O:38]. Procedure details: The compound of example 160 was prepared analogous to compound of example 98 by hydrolysis of compound of example 159. Starting materials: C(C)(C)(C)OC(=O)N1[C@H](CCC1)CC(=O)O ((R)-2-carboxymethyl-pyrrolidine-1-carboxylic acid tert-butyl ester), O1CCOCC1 (dioxane), O1CCOCC1 (dioxane), Cl (hydrogen chloride), Cl (hydrogen chloride). Conditions: temperature 25 celsius, time 8 hour. The product is Cl.C(C)OC(C[C@@H]1NCCC1)=O ((R)-pyrrolidin-2-yl-acetic acid ethyl ester hydrochloride). RXN SMILES: C(OC([N:8]1[CH2:12][CH2:11][CH2:10][C@@H:9]1[CH2:13][C:14]([OH:16])=[O:15])=O)(C)(C)C.O1CCO[CH2:19][CH2:18]1.[ClH:23]>>[ClH:23].[CH2:18]([O:16][C:14](=[O:15])[CH2:13][C@H:9]1[CH2:10][CH2:11][CH2:12][NH:8]1)[CH3:19] |f:3.4|. Procedure: A solution of (R)-2-carboxymethyl-pyrrolidine-1-carboxylic acid tert-butyl ester in 2 N hydrogen chloride in dioxane (250 mg, 1.1 mmol) in 4 N hydrogen chloride in dioxane (2 ml, 8 mmol) was stirred for 2 h at 25° C. and evaporated to dryness and redissolved in ethanol. After addition of a few drops of 12 M aqueous hydrochloric acid the mixture was stirred at 25° C. overnight. Solvents were evaporated to give 200 mg (95%) of (R)-pyrrolidin-2-yl-acetic acid ethyl ester hydrochloride (25 mg, 55%). Starting materials: FC1=C(C=CC=C1)C1(CCN(CC1)C)O (4-(2-fluorophenyl)-4-hydroxy-1-methylpiperidine), FC1=C(CS)C=CC=C1 (2-fluorobenzyl mercaptan), B(F)(F)F.CCOCC (boron trifluoride etherate), C(C)(=O)O (acetic acid). Conditions: time 16 hour. Product: C(\C=C/C(=O)O)(=O)O.FC1=C(CSC2(CCN(CC2)C)C2=C(C=CC=C2)F)C=CC=C1 (4-(2-fluorobenzylthio)-4-(2-fluorophenyl)-1-methylpiperidine maleate). RXN SMILES: [F:1][C:2]1[CH:7]=[CH:6][CH:5]=[CH:4][C:3]=1[C:8]1([OH:15])[CH2:13][CH2:12][N:11]([CH3:14])[CH2:10][CH2:9]1.[F:16][C:17]1[CH:24]=[CH:23][CH:22]=[CH:21][C:18]=1[CH2:19][SH:20].B(F)(F)F.CC[O:31][CH2:32][CH3:33].[C:34]([OH:37])(=[O:36])[CH3:35]>>[C:32]([OH:31])(=[O:15])/[CH:33]=[CH:35]\[C:34]([OH:37])=[O:36].[F:16][C:17]1[CH:24]=[CH:23][CH:22]=[CH:21][C:18]=1[CH2:19][S:20][C:8]1([C:3]2[CH:4]=[CH:5][CH:6]=[CH:7][C:2]=2[F:1])[CH2:13][CH2:12][N:11]([CH3:14])[CH2:10][CH2:9]1 |f:2.3,5.6|. Procedure details: A mixture of 4-(2-fluorophenyl)-4-hydroxy-1-methylpiperidine of Example 1a (15.8 g), 12 ml of 2-fluorobenzyl mercaptan and 20 ml of boron trifluoride etherate in 15 ml of glacial acetic acid is stirred at 65°-70° C. for 16 hours. The excess reagents are removed under reduced pressure, the residue is triturated with 300 ml of 0.5 N HCl and 100 ml of ether. After standing at 5°-10° C. for 30 minutes, a crystalline precipitate is filtered, air dried and made basic with 10% aqueous NH4OH. The libera...